From a dataset of the Open Reaction Database (ORD), a public repository of structured organic reaction records. describe an organic reaction: reactants, conditions, products, and yield Reactants: COC1=CC=C2C=CN=C(C2=C1)N (7-methoxyisoquinolin-1-ylamine), ClC1=NC=CC2=C1C=CO2 (4-chloro-furo[3,2-c]pyridine). Yields the product O1C=CC=2C(=NC=CC21)N (Furo[3,2-c]pyridin-4-ylamine). Reaction SMILES: C[O:2][C:3]1[CH:12]=[C:11]2[C:6]([CH:7]=[CH:8][N:9]=[C:10]2[NH2:13])=CC=1.ClC1C2C=COC=2C=CN=1>>[O:2]1[C:6]2[CH:7]=[CH:8][N:9]=[C:10]([NH2:13])[C:11]=2[CH:12]=[CH:3]1. Procedure details: The procedure described to prepare 7-methoxyisoquinolin-1-ylamine was used to convert 15.3 g of 4-chloro-furo[3,2-c]pyridine into 12.2 g of the title compound as a brownish solid. m.p. 122-124° C.; EI-MS: 134 (M+). Starting materials: C(C)OC(C(CC(C)C)C=1C=C(C=C(C1)OS(=O)(=O)C(F)(F)F)C1=CC=C(C=C1)C(F)(F)F)=O (4-methyl-2-(5-trifluoromethanesulfonyloxy-4′-trifluoromethyl-biphenyl-3-yl)-pentanoic acid ethyl ester), 1g, C(C)(C)(C)P(C1=C(C2=CC=CC=C2C=C1)C1=CC=CC2=CC=CC=C12)C(C)(C)C (racemic-2-(di-t-butylphosphino)-1,1′-binaphthyl), Pd(O AC)2, CC1NCCCC1 (2-methyl-piperidine), CC1NCCCC1 (2-methyl-piperidine), CC(C)(C)[O-].[Na+] (NaOtBu), CC(C)(C)[O-].[Na+] (NaOtBu). The reagents and catalysts are CC(=O)O.CC(=O)O.[Pd] (Pd(OAC)2). The solvent is C1(=CC=CC=C1)C (toluene). Reaction conditions: temperature 100 celsius. Product: C(C)OC(C(CC(C)C)C=1C=C(C=C(C1)N1C(CCCC1)C)C1=CC=C(C=C1)C(F)(F)F)=O (4-methyl-2-[5-(2-methyl-piperidin-1-yl)-4′-trifluoromethyl-biphenyl-3-yl]-pentanoic acid ethyl ester). As a reaction SMILES: [CH2:1]([O:3][C:4](=[O:34])[CH:5]([C:10]1[CH:11]=[C:12]([C:24]2[CH:29]=[CH:28][C:27]([C:30]([F:33])([F:32])[F:31])=[CH:26][CH:25]=2)[CH:13]=[C:14](OS(C(F)(F)F)(=O)=O)[CH:15]=1)[CH2:6][CH:7]([CH3:9])[CH3:8])[CH3:2].C(P(C(C)(C)C)C1C=CC2C(=CC=CC=2)C=1C1C2C(=CC=CC=2)C=CC=1)(C)(C)C.[CH3:64][CH:65]1[CH2:70][CH2:69][CH2:68][CH2:67][NH:66]1.CC([O-])(C)C.[Na+]>C1(C)C=CC=CC=1.CC(O)=O.CC(O)=O.[Pd]>[CH2:1]([O:3][C:4](=[O:34])[CH:5]([C:10]1[CH:11]=[C:12]([C:24]2[CH:25]=[CH:26][C:27]([C:30]([F:32])([F:33])[F:31])=[CH:28][CH:29]=2)[CH:13]=[C:14]([N:66]2[CH2:67][CH2:68][CH2:69][CH2:70][CH:65]2[CH3:64])[CH:15]=1)[CH2:6][CH:7]([CH3:9])[CH3:8])[CH3:2] |f:3.4,6.7.8|. Procedure: To a solution of 4-methyl-2-(5-trifluoromethanesulfonyloxy-4′-trifluoromethyl-biphenyl-3-yl)-pentanoic acid ethyl ester, 1g (63 mg, 0.12 mmol) in toluene (1 mL) in a sealed tube was added racemic-2-(di-t-butylphosphino)-1,1′-binaphthyl (48 mg, 0.12 mmol), Pd(O AC)2 (27 mg, 0.12 mmol), 2-methyl-piperidine (0.020 mL, 0.17 mmol). The system was flushed with nitrogen. To this was added NaOtBu (14 mg, 0.14 mmol) and heated to 100° C. for 10 minutes. The reaction was cooled to room temperature. To thi... Reactants: [Cl-].[NH4+] (ammonium chloride), CN1N=CC=C1C=1C=NNC1 (2-methyl-1′H,2H-3,4′-bipyrazole), IC1=CC=C(C=C1)C(F)(F)F (4-iodobenzotrifluoride), C([O-])([O-])=O.[K+].[K+] (potassium carbonate), CN[C@H]1[C@@H](CCCC1)NC (trans-N,N′-dimethylcyclohexan-1,2-diamine). The reagents and catalysts are [Cu](I)I (copper iodide). Run in CN(C=O)C (N,N-dimethylformamide). Run at temperature 100 celsius, time 16 hour. The product is CN1N=CC=C1C=1C=NN(C1)C1=CC=C(C=C1)C(F)(F)F (2-Methyl-1′-[4-(trifluoromethyl)phenyl]-1′H,2H-3,4′-bipyrazole). The yield is 80.7%. As a reaction SMILES: [CH3:1][N:2]1[C:6]([C:7]2[CH:8]=[N:9][NH:10][CH:11]=2)=[CH:5][CH:4]=[N:3]1.I[C:13]1[CH:18]=[CH:17][C:16]([C:19]([F:22])([F:21])[F:20])=[CH:15][CH:14]=1.C(=O)([O-])[O-].[K+].[K+].CN[C@@H]1CCCC[C@H]1NC.[Cl-].[NH4+]>[Cu](I)I.CN(C)C=O>[CH3:1][N:2]1[C:6]([C:7]2[CH:8]=[N:9][N:10]([C:13]3[CH:18]=[CH:17][C:16]([C:19]([F:22])([F:21])[F:20])=[CH:15][CH:14]=3)[CH:11]=2)=[CH:5][CH:4]=[N:3]1 |f:2.3.4,6.7|. Reported procedure: Under a nitrogen atmosphere, a mixture of 2-methyl-1′H,2H-3,4′-bipyrazole (176 mg), 4-iodobenzotrifluoride (485 mg), copper iodide (45 mg), potassium carbonate (329 mg), trans-N,N′-dimethylcyclohexan-1,2-diamine (135 mg) and N,N-dimethylformamide (2.2 mL) was stirred at 100° C. for 16 hours. Thereafter, a saturated ammonium chloride aqueous solution was added to the reaction solution, and the obtained mixture was then extracted with chloroform. The organic layer was dried over anhydrous magnesiu... The reactants are O=C([O-])[O-], CS(=O)(=O)c1ccc(Br)cc1, COCCOC, [Na+], [Na+], OB(O)c1ccc(O)cc1, c1ccc(P(c2ccccc2)(c2ccccc2)[Pd](P(c2ccccc2)(c2ccccc2)c2ccccc2)(P(c2ccccc2)(c2ccccc2)c2ccccc2)P(c2ccccc2)(c2ccccc2)c2ccccc2)cc1. Product: CS(=O)(=O)c1ccc(-c2ccc(O)cc2)cc1. Reaction SMILES: [C:22](=[O:23])([O-:24])[O-:25].[CH3:1][S:2](=[O:3])(=[O:4])[c:5]1[cH:6][cH:7][c:8]([Br:11])[cH:9][cH:10]1.[CH3:28][O:29][CH2:30][CH2:31][O:32][CH3:33].[Na+:26].[Na+:27].[OH:12][c:13]1[cH:14][cH:15][c:16]([B:19]([OH:20])[OH:21])[cH:17][cH:18]1.[cH:34]1[cH:35][cH:36][c:37]([P:38]([Pd:39]([P:40]([c:41]2[cH:42][cH:43][cH:44][cH:45][cH:46]2)([c:47]2[cH:48][cH:49][cH:50][cH:51][cH:52]2)[c:53]2[cH:54][cH:55][cH:56][cH:57][cH:58]2)([P:59]([c:60]2[cH:61][cH:62][cH:63][cH:64][cH:65]2)([c:66]2[cH:67][cH:68][cH:69][cH:70][cH:71]2)[c:72]2[cH:73][cH:74][cH:75][cH:76][cH:77]2)[P:78]([c:79]2[cH:80][cH:81][cH:82][cH:83][cH:84]2)([c:85]2[cH:86][cH:87][cH:88][cH:89][cH:90]2)[c:91]2[cH:92][cH:93][cH:94][cH:95][cH:96]2)([c:97]2[cH:98][cH:99][cH:100][cH:101][cH:102]2)[c:103]2[cH:104][cH:105][cH:106][cH:107][cH:108]2)[cH:109][cH:110]1>>[CH3:1][S:2](=[O:3])(=[O:4])[c:5]1[cH:6][cH:7][c:8](-[c:16]2[cH:15][cH:14][c:13]([OH:12])[cH:18][cH:17]2)[cH:9][cH:10]1. RXN SMILES: [CH2:23]1[O:24][CH2:25][CH2:26][CH2:27]1.[CH:1](=[CH2:2])[P:3]([CH2:4][c:5]1[cH:6][cH:7][c:8]([F:11])[cH:9][cH:10]1)([CH:12]=[CH2:13])=[O:14].[NH2:15][CH2:16][c:17]1[cH:18][cH:19][cH:20][cH:21][cH:22]1.[OH2:28]>>[CH2:1]1[CH2:2][N:15]([CH2:16][c:17]2[cH:18][cH:19][cH:20][cH:21][cH:22]2)[CH2:13][CH2:12][P:3]1([CH2:4][c:5]1[cH:6][cH:7][c:8]([F:11])[cH:9][cH:10]1)=[O:14]. Reactants: C1CCOC1, C=CP(=O)(C=C)Cc1ccc(F)cc1, NCc1ccccc1, O. The product is O=P1(Cc2ccc(F)cc2)CCN(Cc2ccccc2)CC1. Run in [OH-].[Na+] (NaOH), C1(=CC=CC=C1)C (toluene). Reactants: [BH4-].[Na+] (sodium borohydride), C(C1=CC=CC=C1)(=O)C=CC(=O)OCC (Ethyl 3-benzoylacrylate), N[C@@H]1C(N(C2=C(CC1)C=CC=C2)CC(=O)OC(C)(C)C)=O ((3S)-3-amino-1-t-butoxycarbonylmethyl-2,3,4,5-tetrahydro-1H-benzazepin-2-one), C(=O)[O-].[NH4+] (ammonium formate). RXN SMILES: [C:1]([CH:9]=[CH:10][C:11]([O:13]CC)=[O:12])(=O)[C:2]1[CH:7]=[CH:6][CH:5]=[CH:4][CH:3]=1.[NH2:16][C@H:17]1[CH2:23][CH2:22][C:21]2[CH:24]=[CH:25][CH:26]=[CH:27][C:20]=2[N:19]([CH2:28][C:29]([O:31][C:32]([CH3:35])([CH3:34])[CH3:33])=[O:30])[C:18]1=[O:36].[BH4-].[Na+].C([O-])=O.[NH4+]>C1(C)C=CC=CC=1.[Cl-].C([N+](CCCC)(CCCC)CCCC)CCC.[OH-].[Na+].[Pd]>[C:11]([CH:10]([NH:16][CH:17]1[CH2:23][CH2:22][C:21]2[CH:24]=[CH:25][CH:26]=[CH:27][C:20]=2[N:19]([CH2:28][C:29]([O:31][C:32]([CH3:34])([CH3:33])[CH3:35])=[O:30])[C:18]1=[O:36])[CH2:9][CH2:1][C:2]1[CH:3]=[CH:4][CH:5]=[CH:6][CH:7]=1)([OH:13])=[O:12] |f:2.3,4.5,7.8,9.10|. Procedure details: Ethyl 3-benzoylacrylate (13a) (55.6 g, 272 mmoles) is drooped into a solution of (3S)-3-amino-1-t-butoxycarbonylmethyl-2,3,4,5-tetrahydro-1H-benzazepin-2-one (11) (66.2 g, 228 mmoles) in 200 ml of toluene, at room temperature in 1 h. The resulting mixture is left under stirring for 18 h, then a solution of sodium borohydride (228 mmoles 8.6 g) and tetrabutylammonium chloride (5.0 g) in 50 ml of 0.1 M NaOH is added and the mixture is stirred at room temperature for 18 h. The aqueous phase is sepa... The reagents and catalysts are [Cl-].C(CCC)[N+](CCCC)(CCCC)CCCC (tetrabutylammonium chloride), [Pd] (Pd—C). Yields the product C(=O)(O)C(CCC1=CC=CC=C1)NC1C(N(C2=C(CC1)C=CC=C2)CC(=O)OC(C)(C)C)=O (3-[[1-(carboxy)-3-phenyl-propyl]amino]-1-t-butoxycarbonylmethyl-2,3,4,5-tetrahydro-1H-benzazepin-2-one). Yield: 52.2%. Conditions: time 18 hour.